From a dataset of the Open Reaction Database (ORD), a public repository of structured organic reaction records. describe an organic reaction: reactants, conditions, products, and yield Starting materials: O=C([O-])[O-], COc1ccc(O)cc1, CN(C)CC(=O)O, Cl, [Cs+], [Cs+], Cc1ccc(I)cc1, C1COCCO1. The product is COc1ccc(Oc2ccc(C)cc2)cc1. As a reaction SMILES: [C:9](=[O:10])([O-:11])[O-:12].[CH3:23][O:24][c:25]1[cH:26][cH:27][c:28]([OH:31])[cH:29][cH:30]1.[CH3:2][N:3]([CH3:4])[CH2:5][C:6]([OH:7])=[O:8].[ClH:1].[Cs+:13].[Cs+:14].[I:15][c:16]1[cH:17][cH:18][c:19]([CH3:22])[cH:20][cH:21]1.[O:32]1[CH2:33][CH2:34][O:35][CH2:36][CH2:37]1>>[c:16]1([O:31][c:28]2[cH:27][cH:26][c:25]([O:24][CH3:23])[cH:30][cH:29]2)[cH:17][cH:18][c:19]([CH3:22])[cH:20][cH:21]1.